The task is: describe an organic reaction: reactants, conditions, products, and yield. This data is from the Open Reaction Database (ORD), a public repository of structured organic reaction records. Starting materials: O(C1=CC=CC=C1)C1=CC=C(N=CC2=CC3=C(C=C2)OCO3)C=C1 (4-phenoxy-(3,4-methylenedioxy-benzylidene)-aniline), C1OC=2C=C(C=O)C=CC2O1 (3,4-methylenedioxy-benzaldehyde), C1=CC=C(C=C1)OC2=CC=C(C=C2)N (4-aminodiphenyl ether), O (water). The solvent is C1=CC=CC=C1 (benzene). Yields the product O(C1=CC=CC=C1)C1=CC=C(NCC2=CC3=C(C=C2)OCO3)C=C1 (4-phenoxy-N-(3,4-methylenedioxybenzyl)-aniline). Reaction SMILES: [O:1]([C:8]1[CH:24]=[CH:23][C:11]([N:12]=[CH:13][C:14]2[CH:19]=[CH:18][C:17]3[O:20][CH2:21][O:22][C:16]=3[CH:15]=2)=[CH:10][CH:9]=1)[C:2]1[CH:7]=[CH:6][CH:5]=[CH:4][CH:3]=1.C1OC2C=CC(C=O)=CC=2O1.C1C=CC(OC2C=CC(N)=CC=2)=CC=1.O>C1C=CC=CC=1>[O:1]([C:8]1[CH:24]=[CH:23][C:11]([NH:12][CH2:13][C:14]2[CH:19]=[CH:18][C:17]3[O:20][CH2:21][O:22][C:16]=3[CH:15]=2)=[CH:10][CH:9]=1)[C:2]1[CH:3]=[CH:4][CH:5]=[CH:6][CH:7]=1. Reported procedure: The starting material used for catalytic hydrogenation, 4-phenoxy-(3,4-methylenedioxy-benzylidene)-aniline, is prepared as follows: the solution of 75 g of 3,4-methylenedioxy-benzaldehyde (piperonal) and 92.5 g of 4-aminodiphenyl ether in 500 ml of benzene is refluxed, with separation of water, for 8 hours. After the water has been completely separated, the reaction mixture is concentrated by evaporation; the crystals precipitated after cooling to about +5° C. are filtered off under suction; the...